This data is from the Open Reaction Database (ORD), a public repository of structured organic reaction records. The task is: describe an organic reaction: reactants, conditions, products, and yield Starting materials: C1CCOC1, [Li+], [OH-], O, COC(=O)c1ccc(-c2ccccc2C)c(O)c1. Product: Cc1ccccc1-c1ccc(C(=O)O)cc1O. Reaction SMILES: [CH2:21]1[O:22][CH2:23][CH2:24][CH2:25]1.[Li+:19].[OH-:20].[OH2:26].[OH:1][c:2]1[c:3](-[c:12]2[c:13]([CH3:18])[cH:14][cH:15][cH:16][cH:17]2)[cH:4][cH:5][c:6]([C:8](=[O:9])[O:10][CH3:11])[cH:7]1>>[OH:1][c:2]1[c:3](-[c:12]2[c:13]([CH3:18])[cH:14][cH:15][cH:16][cH:17]2)[cH:4][cH:5][c:6]([C:8](=[O:9])[OH:10])[cH:7]1. Starting materials: solid, BrC=1C=CC=2N(C1)C(=CN2)C2=CC=C(C=C2)F (6-bromo-3-(4-fluorophenyl)-imidazo[1,2-a]pyridine), BrC=1C=CC=2N(C1)C(=CN2)C2=CC=C(C=C2)F (6-bromo-3-(4-fluorophenyl)-imidazo[1,2-a]pyridine), ClC1=CC=C(C=C1)N1N=CC=C1B1OC(C(O1)(C)C)(C)C (1-(4-chloro-phenyl)-5-(4,4,5,5-tetramethyl-[1,3,2]dioxaborolan-2-yl)-1H-pyrazole), ClC1=CC=C(C=C1)N1N=CC=C1B1OC(C(O1)(C)C)(C)C (1-(4-chloro-phenyl)-5-(4,4,5,5-tetramethyl-[1,3,2]dioxaborolan-2-yl)-1H-pyrazole). Yields the product ClC1=CC=C(C=C1)N1N=CC=C1C=1C=CC=2N(C1)C(=CN2)C2=CC=C(C=C2)F (6-[2-(4-Chloro-phenyl)-2H-pyrazol-3-yl]-3-(4-fluoro-phenyl)-imidazo[1,2-a]pyridine). Reaction SMILES: Br[C:2]1[CH:3]=[CH:4][C:5]2[N:6]([C:8]([C:11]3[CH:16]=[CH:15][C:14]([F:17])=[CH:13][CH:12]=3)=[CH:9][N:10]=2)[CH:7]=1.[Cl:18][C:19]1[CH:24]=[CH:23][C:22]([N:25]2[C:29](B3OC(C)(C)C(C)(C)O3)=[CH:28][CH:27]=[N:26]2)=[CH:21][CH:20]=1>>[Cl:18][C:19]1[CH:20]=[CH:21][C:22]([N:25]2[C:29]([C:2]3[CH:3]=[CH:4][C:5]4[N:6]([C:8]([C:11]5[CH:16]=[CH:15][C:14]([F:17])=[CH:13][CH:12]=5)=[CH:9][N:10]=4)[CH:7]=3)=[CH:28][CH:27]=[N:26]2)=[CH:23][CH:24]=1. Procedure: The title compound, white solid (27 mg, 20%), MS (ISP) m/z=389.4 [(M+H)+], mp 147° C., was prepared in accordance with the general method of example 1 from 6-bromo-3-(4-fluoro-phenyl)-imidazo[1,2-a]pyridine (intermediate E) (0.1 mg, 0.34 mmol) and 1-(4-chloro-phenyl)-5-(4,4,5,5-tetramethyl-[1,3,2]dioxaborolan-2-yl)-1H-pyrazole (intermediate B) (0.13 g, 0.41 mmol). Reactants: C(C)(C)(C)OC(CCSCC=1C=C(C(=O)O)C=CC1)=O (3-((3-tert-butoxy-3-oxopropylthio)methyl)benzoic acid), CCN=C=NCCCN(C)C.Cl (EDC.HCl), FC(C=1C=C(CNC(C2=CC(=NC=C2)C2=C(C=CC(=C2)Cl)N)=O)C=CC1)(F)F (N-(3-(trifluoromethyl)benzyl)-2-(2-amino-5-chlorophenyl)isonicotinamide). Reagents/catalysts: CN(C1=CC=NC=C1)C (4-dimethylaminopyridine). Solvent: ClCCl (dichloromethane), ClCCl (dichloromethane). Reaction conditions: temperature 25 celsius, time 6 hour. Product: FC(C=1C=C(CNC(=O)C2=CC(=NC=C2)C2=C(C=CC(=C2)Cl)NC(=O)C=2C=C(CSCCC(=O)OC(C)(C)C)C=CC2)C=CC1)(F)F (tert-butyl 3-(3-((2-(4-((3-(trifluoromethyl)benzyl)carbamoyl)pyridin-2-yl)-4-chlorophenyl)carbamoyl)benzylthio)propanoate). The yield is 86.7%. As a reaction SMILES: [C:1]([O:5][C:6](=[O:20])[CH2:7][CH2:8][S:9][CH2:10][C:11]1[CH:12]=[C:13]([CH:17]=[CH:18][CH:19]=1)[C:14]([OH:16])=O)([CH3:4])([CH3:3])[CH3:2].CCN=C=NCCCN(C)C.Cl.[F:33][C:34]([F:60])([F:59])[C:35]1[CH:36]=[C:37]([CH:56]=[CH:57][CH:58]=1)[CH2:38][NH:39][C:40](=[O:55])[C:41]1[CH:46]=[CH:45][N:44]=[C:43]([C:47]2[CH:52]=[C:51]([Cl:53])[CH:50]=[CH:49][C:48]=2[NH2:54])[CH:42]=1>ClCCl.CN(C)C1C=CN=CC=1>[F:60][C:34]([F:33])([F:59])[C:35]1[CH:36]=[C:37]([CH:56]=[CH:57][CH:58]=1)[CH2:38][NH:39][C:40]([C:41]1[CH:46]=[CH:45][N:44]=[C:43]([C:47]2[CH:52]=[C:51]([Cl:53])[CH:50]=[CH:49][C:48]=2[NH:54][C:14]([C:13]2[CH:12]=[C:11]([CH:19]=[CH:18][CH:17]=2)[CH2:10][S:9][CH2:8][CH2:7][C:6]([O:5][C:1]([CH3:2])([CH3:3])[CH3:4])=[O:20])=[O:16])[CH:42]=1)=[O:55] |f:1.2|. Reported procedure: Into a 100-mL round bottom flask, was placed a solution of 3-((3-tert-butoxy-3-oxopropylthio)methyl)benzoic acid (210 mg, 0.71 mmol, 1.20 equiv) in dichloromethane (35 mL), EDC.HCl (170.6 mg, 0.89 mmol, 1.50 equiv), 4-dimethylaminopyridine (108.8 mg, 0.89 mmol, 1.50 equiv), and N-(3-(trifluoromethyl)benzyl)-2-(2-amino-5-chlorophenyl)isonicotinamide (240 mg, 0.59 mmol, 1.00 equiv). The resulting solution was stirred for 6 h at 25° C. in an oil bath. The resulting solution was diluted with 100 mL ... Reactants: C=CCC1CCCOC1, CC#N, O. The product is O=CCC1CCCOC1. As a reaction SMILES: [CH2:1]([CH:2]=[CH2:3])[CH:4]1[CH2:5][O:6][CH2:7][CH2:8][CH2:9]1.[CH3:11][C:12]#[N:13].[OH2:10]>>[CH2:1]([CH:2]=[O:10])[CH:4]1[CH2:5][O:6][CH2:7][CH2:8][CH2:9]1. The reactants are N#CC1(c2ccc(CBr)cc2)CC1, O=C(NCCc1cccc(C(F)(F)F)c1)C(F)(F)F, [H-], [Na+], CN(C)C=O, O. The product is N#CC1(c2ccc(CN(CCc3cccc(C(F)(F)F)c3)C(=O)C(F)(F)F)cc2)CC1. RXN SMILES: [Br:22][CH2:23][c:24]1[cH:25][cH:26][c:27]([C:30]2([C:33]#[N:34])[CH2:31][CH2:32]2)[cH:28][cH:29]1.[F:3][C:4]([C:5](=[O:6])[NH:7][CH2:8][CH2:9][c:10]1[cH:11][c:12]([C:16]([F:17])([F:18])[F:19])[cH:13][cH:14][cH:15]1)([F:20])[F:21].[H-:1].[Na+:2].[O:36]=[CH:37][N:38]([CH3:39])[CH3:40].[OH2:35]>>[F:3][C:4]([C:5](=[O:6])[N:7]([CH2:8][CH2:9][c:10]1[cH:11][c:12]([C:16]([F:17])([F:18])[F:19])[cH:13][cH:14][cH:15]1)[CH2:23][c:24]1[cH:25][cH:26][c:27]([C:30]2([C:33]#[N:34])[CH2:31][CH2:32]2)[cH:28][cH:29]1)([F:20])[F:21].